Dataset: the Open Reaction Database (ORD), a public repository of structured organic reaction records. Task: describe an organic reaction: reactants, conditions, products, and yield Starting materials: S(=O)(=O)(Cl)Cl (sulfuryl chloride), [Sb](Cl)(Cl)(Cl)(Cl)Cl (antimony pentachloride), Cl.NC1(CCCCC1)C(=O)OC (methyl 1-aminocyclohexane-1-carboxylate HCl salt). Run in C(C)#N (acetonitrile). Conditions: temperature 80 celsius. Yields the product ClS(=O)(=O)NC1(CCCCC1)C(=O)OC (methyl 1-(chlorosulfonylamino)cyclohexane-1-carboxylate). Isolated yield 85.0%. RXN SMILES: Cl.[NH2:2][C:3]1([C:9]([O:11][CH3:12])=[O:10])[CH2:8][CH2:7][CH2:6][CH2:5][CH2:4]1.[S:13](Cl)([Cl:16])(=[O:15])=[O:14].[Sb](Cl)(Cl)(Cl)(Cl)Cl>C(#N)C>[Cl:16][S:13]([NH:2][C:3]1([C:9]([O:11][CH3:12])=[O:10])[CH2:8][CH2:7][CH2:6][CH2:5][CH2:4]1)(=[O:15])=[O:14] |f:0.1|. Procedure details: To a suspension of methyl 1-aminocyclohexane-1-carboxylate HCl salt (4.06 g, 20.9 mmol) in acetonitrile (37 ml) was added sulfuryl chloride (26.2 ml, 326 mmol) and antimony pentachloride (0.17 ml, 2.4 mmol). The reaction was heated at 80° C. using a calcium sulfate drying tube overnight. The reaction was concentrated in vacuo to give methyl 1-(chlorosulfonylamino)cyclohexane-1-carboxylate (85%) as a yellow oil that was used without further purification. This material was converted to N-hydroxy-1... Reactants: [Br-], O=C(C1CCOCC1)C1CN(Cc2ccccc2)CCO1, [Mg+]Cc1ccccc1-c1ccccc1, BrCc1ccccc1-c1ccccc1. Product: [Br-], OC(Cc1ccccc1-c1ccccc1)(C1CCOCC1)C1CN(Cc2ccccc2)CCO1, [Mg+]Cc1ccccc1-c1ccccc1. RXN SMILES: [Br-:22].[c:1]1([CH2:7][N:8]2[CH2:9][CH:10]([C:14](=[O:15])[CH:16]3[CH2:17][CH2:18][O:19][CH2:20][CH2:21]3)[O:11][CH2:12][CH2:13]2)[cH:2][cH:3][cH:4][cH:5][cH:6]1.[c:23]1(-[c:29]2[c:30]([CH2:31][Mg+:32])[cH:33][cH:34][cH:35][cH:36]2)[cH:24][cH:25][cH:26][cH:27][cH:28]1.[c:37]1(-[c:43]2[c:44]([CH2:45][Br:46])[cH:47][cH:48][cH:49][cH:50]2)[cH:38][cH:39][cH:40][cH:41][cH:42]1>>[Br-:46].[c:1]1([CH2:7][N:8]2[CH2:9][CH:10]([C:14]([OH:15])([CH:16]3[CH2:17][CH2:18][O:19][CH2:20][CH2:21]3)[CH2:45][c:44]3[c:43](-[c:37]4[cH:38][cH:39][cH:40][cH:41][cH:42]4)[cH:50][cH:49][cH:48][cH:47]3)[O:11][CH2:12][CH2:13]2)[cH:2][cH:3][cH:4][cH:5][cH:6]1.[c:23]1(-[c:29]2[c:30]([CH2:31][Mg+:32])[cH:33][cH:34][cH:35][cH:36]2)[cH:24][cH:25][cH:26][cH:27][cH:28]1. The reactants are NCC(C)C1=CC=C(C=C1)OC (1-amino-2-(4-methoxyphenyl)propane), O (water), C([O-])(O)=O.[Na+] (sodium bicarbonate), C(C)(=O)Cl (acetyl chloride). The solvent is C(C)(=O)OCC (ethyl acetate), C(C)(=O)OCC (ethyl acetate). Product: C(C)(=O)NCC(C)C1=CC=C(C=C1)OC (1-acetylamino-2-(4-methoxyphenyl)propane). Isolated yield 99.8%. As a reaction SMILES: [NH2:1][CH2:2][CH:3]([C:5]1[CH:10]=[CH:9][C:8]([O:11][CH3:12])=[CH:7][CH:6]=1)[CH3:4].O.C(=O)(O)[O-].[Na+].[C:19](Cl)(=[O:21])[CH3:20]>C(OCC)(=O)C>[C:19]([NH:1][CH2:2][CH:3]([C:5]1[CH:6]=[CH:7][C:8]([O:11][CH3:12])=[CH:9][CH:10]=1)[CH3:4])(=[O:21])[CH3:20] |f:2.3|. Reported procedure: A mixture of 19.8 g of 1-amino-2-(4-methoxyphenyl)propane, 200 ml of ethyl acetate, 200 ml of water and 84 g of sodium bicarbonate is cooled at 5° to 10° C. under stirring, and 18.8 g of acetyl chloride in 100 ml of ethyl acetate are added dropwise thereto at the same temperature. After the reaction, the ethyl acetate layer is separated therefrom, washed, dried and then condensed to dryness under reduced pressure. 24.8 g of 1-acetylamino-2-(4-methoxyphenyl)propane are obtained as oil. As a reaction SMILES: [C:24](=[O:25])([O-:26])[O-:27].[CH2:14]1[NH:15][CH2:16][CH2:17][c:18]2[cH:19][cH:20][cH:21][cH:22][c:23]21.[CH3:30][S:31]([CH3:32])=[O:33].[F:1][c:2]1[cH:3][cH:4][c:5]([C:12]#[N:13])[c:6]2[cH:7][cH:8][cH:9][cH:10][c:11]12.[K+:28].[K+:29].[OH2:34]>>[c:2]1([N:15]2[CH2:14][c:23]3[c:18]([cH:19][cH:20][cH:21][cH:22]3)[CH2:17][CH2:16]2)[cH:3][cH:4][c:5]([C:12]#[N:13])[c:6]2[cH:7][cH:8][cH:9][cH:10][c:11]12. Yields the product N#Cc1ccc(N2CCc3ccccc3C2)c2ccccc12. Starting materials: O=C([O-])[O-], c1ccc2c(c1)CCNC2, CS(C)=O, N#Cc1ccc(F)c2ccccc12, [K+], [K+], O. Starting materials: COC(=O)c2ccc(Oc1nc(OC)nc(OC)n1)cc2 (substrate), OB(O)c3ccc(c2ccc(c1ccc(Cl)cc1)cc2)cc3 (effective_coupling_partner). The reagents and catalysts are dppf. Conditions: temperature 110 celsius, time 24 hour. Product: COc2ccc(c1ccccc1)cc2. Starting materials: [Br-].ClC=1C=C(C[P+](C2=CC=CC=C2)(C2=CC=CC=C2)C2=CC=CC=C2)C=CC1C(=O)OC ((3-chloro-4-methoxycarbonyl-benzyl)-triphenylphosphonium bromide), C(=O)C1=CC=C(C(=O)OC)C=C1 (methyl 4-formyl-benzoate), O1CCCC1 (tetrahydrofuran), C[O-].[Na+] (sodium methanolate). Conditions: time 1 hour. The product is ClC1=C(C=CC(=C1)C(=O)OC)\C=C\C1=CC=C(C=C1)C(=O)OC (dimethyl (E)-2-chloro-stilbene-4,4'-dicarboxylate). Reaction SMILES: [Br-].[Cl:2][C:3]1[CH:4]=[C:5]([CH:26]=[CH:27][C:28]=1[C:29](OC)=O)C[P+](C1C=CC=CC=1)(C1C=CC=CC=1)C1C=CC=CC=1.[CH:33]([C:35]1[CH:44]=[CH:43][C:38]([C:39]([O:41][CH3:42])=[O:40])=[CH:37][CH:36]=1)=O.[CH3:45][O-:46].[Na+].[O:48]1CCC[CH2:49]1>>[Cl:2][C:3]1[CH:4]=[C:5]([C:45]([O:48][CH3:49])=[O:46])[CH:26]=[CH:27][C:28]=1/[CH:29]=[CH:33]/[C:35]1[CH:44]=[CH:43][C:38]([C:39]([O:41][CH3:42])=[O:40])=[CH:37][CH:36]=1 |f:0.1,3.4|. Procedure details: A suspension of 52.6 g of (3-chloro-4-methoxycarbonyl-benzyl)-triphenylphosphonium bromide and 16.4 g of methyl 4-formyl-benzoate in 700 ml of tetrahydrofuran was treated dropwise within 30 minutes with 115 ml of a 2% sodium methanolate solution and the mixture was stirred at room temperature for 1 hour. The reaction mixture was suction filtered. The filtrate was concentrated and the residue was chromatographed over silica gel with ethyl acetate/hexane/methylene chloride to give colorless crysta...